From a dataset of the Open Reaction Database (ORD), a public repository of structured organic reaction records. describe an organic reaction: reactants, conditions, products, and yield The reactants are COc1ccc(S)cc1, Ic1ccccc1. Product: COc1ccc(Sc2ccccc2)cc1. Reaction SMILES: [CH3:8][O:9][c:10]1[cH:11][cH:12][c:13]([SH:16])[cH:14][cH:15]1.[I:1][c:2]1[cH:3][cH:4][cH:5][cH:6][cH:7]1>>[c:2]1([S:16][c:13]2[cH:12][cH:11][c:10]([O:9][CH3:8])[cH:15][cH:14]2)[cH:3][cH:4][cH:5][cH:6][cH:7]1. Starting materials: CC(C)(C)c1ccc(Cl)c([N+](=O)[O-])c1, C1COCCN1, O. The product is CC(C)(C)c1ccc(N2CCOCC2)c([N+](=O)[O-])c1. RXN SMILES: [C:1]([CH3:2])([CH3:3])([CH3:4])[c:5]1[cH:6][c:7]([N+:12](=[O:13])[O-:14])[c:8]([Cl:11])[cH:9][cH:10]1.[CH2:15]1[CH2:16][O:17][CH2:18][CH2:19][NH:20]1.[OH2:21]>>[C:1]([CH3:2])([CH3:3])([CH3:4])[c:5]1[cH:6][c:7]([N+:12](=[O:13])[O-:14])[c:8]([N:20]2[CH2:15][CH2:16][O:17][CH2:18][CH2:19]2)[cH:9][cH:10]1. Reactants: NC(=S)N (thiourea), CC(=O)C1=CC=C(C=C1)OC (4-methoxyacetophenone), II (iodine). Conditions: time 5 hour. Yields the product COC1=CC=C(C=C1)C=1N=C(SC1)N (4-(4-methoxyphenyl)-thiazol-2-yl-amine). Yield: 91.7%. RXN SMILES: [NH2:1][C:2]([NH2:4])=[S:3].[CH3:5][C:6]([C:8]1[CH:13]=[CH:12][C:11]([O:14][CH3:15])=[CH:10][CH:9]=1)=O.II>>[CH3:15][O:14][C:11]1[CH:12]=[CH:13][C:8]([C:6]2[N:1]=[C:2]([NH2:4])[S:3][CH:5]=2)=[CH:9][CH:10]=1. Procedure details: 33.5 g of thiourea are added to 30 g of 4-methoxyacetophenone, 56 g of iodine are added and the mixture is kept at 100° C. for 5 hours. The reaction mixture is discharged onto water, powdered, washed several times with ether then with ammonia solution and finally with water, and dried. 37.8 g of 4-(4-methoxyphenyl)-thiazol-2-yl-amine of melting point 194°-205° C. are obtained. Reactants: FC(F)(F)Oc1ccc(CBr)cc1, NC(=O)C1CCCCC1NS(=O)(=O)c1ccc(Cl)cc1. Product: NC(=O)C1CCCCC1N(Cc1ccc(OC(F)(F)F)cc1)S(=O)(=O)c1ccc(Cl)cc1. RXN SMILES: [Br:21][CH2:22][c:23]1[cH:24][cH:25][c:26]([O:29][C:30]([F:31])([F:32])[F:33])[cH:27][cH:28]1.[Cl:1][c:2]1[cH:3][cH:4][c:5]([S:8](=[O:9])(=[O:10])[NH:11][CH:12]2[CH:13]([C:18](=[O:19])[NH2:20])[CH2:14][CH2:15][CH2:16][CH2:17]2)[cH:6][cH:7]1>>[Cl:1][c:2]1[cH:3][cH:4][c:5]([S:8](=[O:9])(=[O:10])[N:11]([CH:12]2[CH:13]([C:18](=[O:19])[NH2:20])[CH2:14][CH2:15][CH2:16][CH2:17]2)[CH2:22][c:23]2[cH:24][cH:25][c:26]([O:29][C:30]([F:31])([F:32])[F:33])[cH:27][cH:28]2)[cH:6][cH:7]1. Starting materials: C(C)(C)(C)OC(=O)N1C(=CC=C1C#N)C1=CC2=C(NC(OC2(C)C)=O)C=C1 (2-(4,4-dimethyl-2-oxo-1,4-dihydro-2H-benzo[d][1,3]oxazin-6-yl)-5-cyano-pyrrole-1-carboxylic acid tert-butyl ester), COC=1C=CC(=CC1)P2(=S)SP(=S)(S2)C=3C=CC(=CC3)OC (Lawesson's reagent). Run in C1(=CC=CC=C1)C (toluene). Reaction conditions: temperature 80 celsius. Yields the product C(#N)C=1N(C(=CC1)C=1C=CC2=C(C(OC(N2)=S)(C)C)C1)C(=O)OC(C)(C)C (tert-Butyl 2-cyano-5-(4,4-dimethyl-2-thioxo-1,4-dihydro-2H-3,1-benzoxazin-6-yl)-1H-pyrrole-1-carboxylate). The yield is 34.1%. RXN SMILES: [C:1]([O:5][C:6]([N:8]1[C:12]([C:13]#[N:14])=[CH:11][CH:10]=[C:9]1[C:15]1[CH:27]=[CH:26][C:18]2[NH:19][C:20](=O)[O:21][C:22]([CH3:24])([CH3:23])[C:17]=2[CH:16]=1)=[O:7])([CH3:4])([CH3:3])[CH3:2].COC1C=CC(P2(SP(C3C=CC(OC)=CC=3)(=S)S2)=[S:37])=CC=1>C1(C)C=CC=CC=1>[C:13]([C:12]1[N:8]([C:6]([O:5][C:1]([CH3:4])([CH3:3])[CH3:2])=[O:7])[C:9]([C:15]2[CH:27]=[CH:26][C:18]3[NH:19][C:20](=[S:37])[O:21][C:22]([CH3:24])([CH3:23])[C:17]=3[CH:16]=2)=[CH:10][CH:11]=1)#[N:14]. Procedure details: To 2-(4,4-dimethyl-2-oxo-1,4-dihydro-2H-benzo[d][1,3]oxazin-6-yl)-5-cyano-pyrrole-1-carboxylic acid tert-butyl ester (1.3 g, 35 mmol, 1 eq) in toluene (130 mL) was added Lawesson's reagent (1.58 g, 3.9 mmol, 1.1 eq) and the reaction mixture was heated to 80° C. for 2 h. The solvent was removed in vacuo and the residue was dissolved in acetone/dichloromethane and adsorbed onto silica gel. Purification by flash column chromatography (10% ethyl acetate/hexane) gave the product (0.51 g, 38%) as yell...